Dataset: the Open Reaction Database (ORD), a public repository of structured organic reaction records. Task: describe an organic reaction: reactants, conditions, products, and yield Starting materials: CS(=O)(=O)c1nccc(-n2cnc3ccccc32)n1, COc1ccc(CN)cc1. Product: COc1ccc(CNc2nccc(-n3cnc4ccccc43)n2)cc1. RXN SMILES: [CH3:1][S:2](=[O:3])(=[O:4])[c:5]1[n:6][cH:7][cH:8][c:9](-[n:11]2[cH:12][n:13][c:14]3[c:15]2[cH:16][cH:17][cH:18][cH:19]3)[n:10]1.[CH3:20][O:21][c:22]1[cH:23][cH:24][c:25]([CH2:26][NH2:27])[cH:28][cH:29]1>>[c:5]1([NH:27][CH2:26][c:25]2[cH:24][cH:23][c:22]([O:21][CH3:20])[cH:29][cH:28]2)[n:6][cH:7][cH:8][c:9](-[n:11]2[cH:12][n:13][c:14]3[c:15]2[cH:16][cH:17][cH:18][cH:19]3)[n:10]1.